Dataset: the Open Reaction Database (ORD), a public repository of structured organic reaction records. Task: describe an organic reaction: reactants, conditions, products, and yield Procedure details: A suspension of 1.65 g of magnesium ethylate in 30 ml of toluene was kept at 60-70° C. and 2.28 g of acetoacetic tert-butyl ester was added dropwise thereto. After the dropwise addition was completed, the resultant mixture was refluxed for two hours. Then, the reaction solution was cooled to room temperature and 3.85 g of 2,6-dichloro-3-methoxycarbonyl benzoic acid chloride was added dropwise thereto. The reaction mixture was stirred at room temperature for two hours and at 50-100° C. for three ... RXN SMILES: CC[O-].CC[O-].[Mg+2].[C:8]([O:12][C:13](=[O:18])[CH2:14][C:15]([CH3:17])=[O:16])([CH3:11])([CH3:10])[CH3:9].[Cl:19][C:20]1[C:28]([C:29]([O:31][CH3:32])=[O:30])=[CH:27][CH:26]=[C:25]([Cl:33])[C:21]=1[C:22](Cl)=[O:23].Cl>C1(C)C=CC=CC=1>[C:8]([O:12][C:13](=[O:18])[CH:14]([C:22](=[O:23])[C:21]1[C:25]([Cl:33])=[CH:26][CH:27]=[C:28]([C:29]([O:31][CH3:32])=[O:30])[C:20]=1[Cl:19])[C:15]([CH3:17])=[O:16])([CH3:11])([CH3:9])[CH3:10] |f:0.1.2|. The solvent is C1(=CC=CC=C1)C (toluene). Run at time 3 hour. The reactants are ClC1=C(C(=O)Cl)C(=CC=C1C(=O)OC)Cl (2,6-dichloro-3-methoxycarbonyl benzoic acid chloride), CC[O-].CC[O-].[Mg+2] (magnesium ethylate), C(C)(C)(C)OC(CC(=O)C)=O (acetoacetic tert-butyl ester), resultant mixture, Cl (hydrochloric acid). Isolated yield 50.0%. Yields the product C(C)(C)(C)OC(C(C(=O)C)C(C1=C(C(=CC=C1Cl)C(=O)OC)Cl)=O)=O (2-(2,6-dichloro-3-methoxycarbonyl benzoyl) acetoacetic tert-butyl ester). Starting materials: C27H28N6O3S, C(C)(=O)OCC.C(C)O.N (ethyl acetate ethanol ammonia), C1(=CC=CC=C1)N(C(=O)C=1C=C2C(=NC1)N(C(=N2)CSC2=CC=C(C=C2)C#N)C)CCC(=O)OC (3-methyl-2-[(4-cyanophenyl)thiomethyl]imidazo[4,5-b]pyridin-6-yl-carboxylic acid-N-phenyl-N-(2-methoxycarbonylethyl)amide), Cl (hydrochloric acid), C([O-])([O-])=O.[NH4+].[NH4+] (ammonium carbonate). Solvent: C(C)O (ethanol). The product is Cl.C1(=CC=CC=C1)N(C(=O)C=1C=C2C(=NC1)N(C(=N2)CSC2=CC=C(C=C2)C(N)=N)C)CCC(=O)OCC (3-Methyl-2-[(4-amidinophenyl)thiomethyl]imidazo[4,5-b]pyridin-6-yl-carboxylic acid-N-phenyl-N-(2-ethoxycarbonylethyl)amide hydrochloride). Yield: 88.0%. Reaction SMILES: [C:1]1([N:7]([CH2:30]CC(OC)=O)[C:8]([C:10]2[CH:11]=[C:12]3[N:18]=[C:17]([CH2:19][S:20][C:21]4[CH:26]=[CH:25][C:24]([C:27]#[N:28])=[CH:23][CH:22]=4)[N:16]([CH3:29])[C:13]3=[N:14][CH:15]=2)=[O:9])[CH:6]=[CH:5][CH:4]=[CH:3][CH:2]=1.[ClH:36].C(=O)([O-])[O-].[NH4+:41].[NH4+].[C:43]([O:46][CH2:47][CH3:48])(=[O:45])[CH3:44].C(O)C.N>C(O)C>[ClH:36].[C:1]1([N:7]([CH2:30][CH2:44][C:43]([O:46][CH2:47][CH3:48])=[O:45])[C:8]([C:10]2[CH:11]=[C:12]3[N:18]=[C:17]([CH2:19][S:20][C:21]4[CH:22]=[CH:23][C:24]([C:27](=[NH:28])[NH2:41])=[CH:25][CH:26]=4)[N:16]([CH3:29])[C:13]3=[N:14][CH:15]=2)=[O:9])[CH:2]=[CH:3][CH:4]=[CH:5][CH:6]=1 |f:2.3.4,5.6.7,9.10|. Procedure: Prepared analogously to Example 1 from 3-methyl-2-[(4-cyanophenyl)thiomethyl]imidazo[4,5-b]pyridin-6-yl-carboxylic acid-N-phenyl-N-(2-methoxycarbonylethyl)amide, ethanolic hydrochloric acid, ethanol, and ammonium carbonate. Yield: 88% of theory, C27H28N6O3S (516.63); Rf value: 0.23 (silica gel; ethyl acetate/ethanol/ammonia=50:45:5); EKA mass spectrum: (M+H)+=517; (M+H+Na)++=270.